Dataset: the Open Reaction Database (ORD), a public repository of structured organic reaction records. Task: describe an organic reaction: reactants, conditions, products, and yield Reactants: C(C1=CC=CC=C1)OC1=CC=C(C=C1)I (4-benzyloxy iodobenzene), C(#C)[Si](C)(C)C (ethynyl-trimethyl-silane), [OH-].[K+] (KOH). Reagents/catalysts: Cl[Pd]([P](C1=CC=CC=C1)(C2=CC=CC=C2)C3=CC=CC=C3)([P](C4=CC=CC=C4)(C5=CC=CC=C5)C6=CC=CC=C6)Cl (Pd(PPh3)2Cl2). Run in C(C)NCC (diethylamine). Conditions: temperature 25 celsius, time 6 hour. The product is C(C1=CC=CC=C1)OC1=CC=C(C=C1)C#C (4-benzyloxy phenyl acetylene). Reaction SMILES: [CH2:1]([O:8][C:9]1[CH:14]=[CH:13][C:12](I)=[CH:11][CH:10]=1)[C:2]1[CH:7]=[CH:6][CH:5]=[CH:4][CH:3]=1.[C:16]([Si](C)(C)C)#[CH:17].[OH-].[K+]>Cl[Pd](Cl)([P](C1C=CC=CC=1)(C1C=CC=CC=1)C1C=CC=CC=1)[P](C1C=CC=CC=1)(C1C=CC=CC=1)C1C=CC=CC=1.C(NCC)C>[CH2:1]([O:8][C:9]1[CH:14]=[CH:13][C:12]([C:16]#[CH:17])=[CH:11][CH:10]=1)[C:2]1[CH:7]=[CH:6][CH:5]=[CH:4][CH:3]=1 |f:2.3,^1:26,45|. Procedure details: 4-benzyloxy iodobenzene (193 g, 0.625 mol), ethynyl-trimethyl-silane (75 g, 0.76 mol), Cul (2 g, 10.5 mmol) and Pd(PPh3)2Cl2 (1 g, 1.0 mmol) were added to diethylamine (880 mL) at 0° C. The reaction mixture was warmed to 25° C. and then stirred for 6 h. The reaction mixture was concentrated and partitioned in H2O/ethyl acetate (100 mL/100 mL). The reaction mixture was further extracted with ethyl acetate (300 mL×2). The combined organic layers were washed by water (300 mL), dried over MgSO4 and ... Starting materials: ice water, FC=1C=CC2=C(CC(C3=C(S2)C=CC(=C3)C(C(=O)N)C)=O)C1 (2-(10,11-dihydro-8-fluoro-11-oxodibenzo[b,f]thiepin-2-yl)-propionamide), C(C)(=O)O (acetic acid), Br (hydrobromic acid). The solvent is CCCCCC (n-hexane). Reaction conditions: time 1 hour. Yields the product FC=1C=CC2=C(CC(C3=C(S2)C=CC(=C3)C(C(=O)O)C)=O)C1 (2-(10,11-dihydro-8-fluoro-11-oxodibenzo[b,f]-thiepin-2-yl)-propionic acid). Yield: 70.0%. RXN SMILES: [F:1][C:2]1[CH:3]=[CH:4][C:5]2[S:11][C:10]3[CH:12]=[CH:13][C:14]([CH:16]([CH3:20])[C:17](N)=[O:18])=[CH:15][C:9]=3[C:8](=[O:21])[CH2:7][C:6]=2[CH:22]=1.C(O)(=[O:25])C.Br>CCCCCC>[F:1][C:2]1[CH:3]=[CH:4][C:5]2[S:11][C:10]3[CH:12]=[CH:13][C:14]([CH:16]([CH3:20])[C:17]([OH:25])=[O:18])=[CH:15][C:9]=3[C:8](=[O:21])[CH2:7][C:6]=2[CH:22]=1. Procedure details: To a mixture of 150 mg of 2-(10,11-dihydro-8-fluoro-11-oxodibenzo[b,f]thiepin-2-yl)-propionamide and 1.5 ml of acetic acid was added 1.5 ml of hydrobromic acid, and the mixture was refluxed with stirring for 1 hour. To this was added ice water, and the resulting mixture was extracted with ethyl acetate. The extract was washed with a saturated sodium chloride solution and dried over anhydrous sodium sulfate. The solvent was distilled off to obtain brown crystals, which were chromatographed over 1... Reactants: CC(=O)C.OS(=O)(=O)O.O=[Cr](=O)=O (Jones' reagent), crude product, FC(C1=CC=C(C=C1)C(C#CC(=O)OC)O[Si](C)(C)C)(F)F (methyl 4-[4-(trifluoromethyl)phenyl]-4-(trimethylsilyloxy)-2-butynoate), CC(C)O (2-propanol). Run in CC(=O)C (acetone). Run at time 35 minute. Product: FC(C1=CC=C(C=O)C=C1)(F)F (4-(trifluoromethyl)benzaldehyde), desired compound. RXN SMILES: CC(C)=O.OS(O)(=O)=O.O=[Cr](=O)=O.[F:14][C:15]([F:35])([F:34])[C:16]1[CH:21]=[CH:20][C:19]([CH:22]([O:29][Si](C)(C)C)C#CC(OC)=O)=[CH:18][CH:17]=1.CC(O)C>CC(C)=O>[F:14][C:15]([F:34])([F:35])[C:16]1[CH:21]=[CH:20][C:19]([CH:22]=[O:29])=[CH:18][CH:17]=1 |f:0.1.2|. Procedure details: Under cooling in an ice-bath, a 8N Jones' reagent (50 ml) was added dropwise to a solution of the crude product of silyl ether 8a obtained above in 170 ml of acetone over 15 minutes. After completion of the addition, the mixture was stirred for 35 minutes and then 11.4 ml (150 mmoles) of 2-propanol was added. The mixture was allowed to warm to room temperature while being stirring for 1 hour. The reaction mixture was filtered and the residual chromium sulfate was washed with acetone. The washing... The reactants are ClC1=NC=C(C(=N1)NC1=C(C=CC=C1)C=1SC(=NN1)C)Cl ((2,5-dichloro-pyrimidin-4-yl)-[2-(5-methyl-[1,3,4]thiadiazol-2-yl)-phenyl]-amine), NC=1C=CC2=C(CCOC(N2C)=O)C1 (2-amino-5-methyl-8,9-dihydro-5H-7-oxa-5-aza-benzocyclohepten-6-one). Yields the product ClC=1C(=NC(=NC1)NC=1C=CC2=C(CCOC(N2C)=O)C1)NC1=C(C=CC=C1)C=1SC(=NN1)C (2-{5-Chloro-4-[2-(5-methyl-[1,3,4]thiadiazol-2-yl)-phenylamino]-pyrimidin-2-ylamino}-5-methyl-8,9-dihydro-5H-7-oxa-5-aza-benzocyclohepten-6-one). Reaction SMILES: Cl[C:2]1[N:7]=[C:6]([NH:8][C:9]2[CH:14]=[CH:13][CH:12]=[CH:11][C:10]=2[C:15]2[S:16][C:17]([CH3:20])=[N:18][N:19]=2)[C:5]([Cl:21])=[CH:4][N:3]=1.[NH2:22][C:23]1[CH:24]=[CH:25][C:26]2[N:32]([CH3:33])[C:31](=[O:34])[O:30][CH2:29][CH2:28][C:27]=2[CH:35]=1>>[Cl:21][C:5]1[C:6]([NH:8][C:9]2[CH:14]=[CH:13][CH:12]=[CH:11][C:10]=2[C:15]2[S:16][C:17]([CH3:20])=[N:18][N:19]=2)=[N:7][C:2]([NH:22][C:23]2[CH:24]=[CH:25][C:26]3[N:32]([CH3:33])[C:31](=[O:34])[O:30][CH2:29][CH2:28][C:27]=3[CH:35]=2)=[N:3][CH:4]=1. Procedure details: The title compound was prepared by combining (2,5-dichloro-pyrimidin-4-yl)-[2-(5-methyl-[1,3,4]thiadiazol-2-yl)-phenyl]-amine (Example N?, 75 mg, 0.22 mmol) and 2-amino-5-methyl-8,9-dihydro-5H-7-oxa-5-aza-benzocyclohepten-6-one (Example N?, 47 mg, 0.24 mmol) in an analogous manner described in Example 356c. The title product was isolated as described in Example 1477b as a white powder (32 mg, 26%) and had the following properties: m.p: 174-177° C.; LC/MS (m/e): 494 (M+H); 1H-NMR (DMSO-d6, 400 MH... Procedure details: A mixture of 300 mg of the aldehyde (prepared as described in Reference Example 1), 370 mg of sodium cyanide, 3.0 g of manganese dioxide, 0.18 ml of acetic acid and 15 ml of methanol was stirred overnight at room temperature, filtered through a pad of infusorial earth, and the filtrate was concentrated under reduced pressure. To the residue was added a saturated aqueous solution of sodium bicarbonate, and extracted with chloroform. The extract was washed with water, dried over sodium sulphate an... Solvent: CO (methanol). The product is COC(C1=CC=C(C=C1)CC=1C=NC=CC1)=O (4-(3-Pyridylmethyl)benzoic acid methyl ester). Starting materials: COC(\C=C\C1=CC=C(C=C1)CC=1C=NC=CC1)=O ((E)-3-[4-(3-Pyridylmethyl)phenyl]acrylic acid methyl ester), [C-]#N.[Na+] (sodium cyanide), C(C)(=O)O (acetic acid). Reagents/catalysts: [O-2].[O-2].[Mn+4] (manganese dioxide). RXN SMILES: COC(=O)/C=C/C1[CH:11]=[CH:10][C:9]([CH2:12][C:13]2[CH:14]=[N:15][CH:16]=[CH:17][CH:18]=2)=[CH:8][CH:7]=1.[C-:20]#N.[Na+].[C:23]([OH:26])(=[O:25])[CH3:24]>[O-2].[O-2].[Mn+4].CO>[CH3:20][O:25][C:23](=[O:26])[C:24]1[CH:11]=[CH:10][C:9]([CH2:12][C:13]2[CH:14]=[N:15][CH:16]=[CH:17][CH:18]=2)=[CH:8][CH:7]=1 |f:1.2,4.5.6|. Run at time 8 hour.